Dataset: the Open Reaction Database (ORD), a public repository of structured organic reaction records. Task: describe an organic reaction: reactants, conditions, products, and yield Starting materials: CCOC(C)=O, O, O=S(Cl)Cl, c1ccncc1, OC1(c2nccs2)CCC2(CC1)OCCO2. The product is C1=C(c2nccs2)CCC2(C1)OCCO2. As a reaction SMILES: [CH3:22][CH2:23][O:24][C:25]([CH3:26])=[O:27].[OH2:21].[S:17]([Cl:18])([Cl:19])=[O:20].[cH:28]1[cH:29][cH:30][n:31][cH:32][cH:33]1.[s:1]1[c:2]([C:6]2([OH:16])[CH2:7][CH2:8][C:9]3([O:10][CH2:11][CH2:12][O:13]3)[CH2:14][CH2:15]2)[n:3][cH:4][cH:5]1>>[s:1]1[c:2]([C:6]2=[CH:7][CH2:8][C:9]3([O:10][CH2:11][CH2:12][O:13]3)[CH2:14][CH2:15]2)[n:3][cH:4][cH:5]1. The reactants are N (ammonia), NC=1C=C(C(=O)N)C=C(C1)C (3-Amino-5-methylbenzamide), COC=1C=C(C(=O)O)C=C(C1)[N+](=O)[O-] (3-Methoxy-5-nitrobenzoic acid), acid chloride. The product is NC=1C=C(C(=O)N)C=C(C1)OC (3-Amino-5-methoxybenzamide). Reaction SMILES: [NH2:1][C:2]1[CH:3]=[C:4]([CH:8]=[C:9](C)[CH:10]=1)[C:5]([NH2:7])=[O:6].[CH3:12][O:13]C1C=C(C=C([N+]([O-])=O)C=1)C(O)=O.N>>[NH2:1][C:2]1[CH:3]=[C:4]([CH:8]=[C:9]([O:13][CH3:12])[CH:10]=1)[C:5]([NH2:7])=[O:6]. Procedure details: Using a procedure analogous to that described for preparation of 89C, 93C was converted to an acid chloride, reacted with aqueous ammonia, and hydrogenated to give 93D. 1H NMR (400 MHz, CD3OD) δ ppm 3.76 (s, 3H) 6.45 (t, J=2.20 Hz, 1H) 6.71-6.74 (m, 1H) 6.77 (t, J=1.54 Hz, 1H); LC/MS 167 (M+H). Starting materials: ClC=1C=C2N=C(C(=NC2=CC1[N+](=O)[O-])OC(C)C)OC(C)C (6-chloro-2,3-diisopropoxy-7-nitroquinoxaline), P(=O)(O)(O)[O-].[Na+] (sodium dihydrogen phosphate), resultant mixture, ice, CN(C=O)C (dimethylformamide). Reaction conditions: temperature 125 celsius, time 3 hour. The product is O=C1C=CN(C=C1)C=1C=C2N=C(C(=NC2=CC1[N+](=O)[O-])OC(C)C)OC(C)C (6-(1,4-dihydro-4-oxo1-pyridyl)-2,3-diisopropoxy-7-nitroquinoxaline). As a reaction SMILES: Cl[C:2]1[CH:3]=[C:4]2[C:9](=[CH:10][C:11]=1[N+:12]([O-:14])=[O:13])[N:8]=[C:7]([O:15][CH:16]([CH3:18])[CH3:17])[C:6]([O:19][CH:20]([CH3:22])[CH3:21])=[N:5]2.P([O-])(O)(O)=O.[Na+].[CH3:29][N:30]([CH3:33])C=O>>[O:15]=[C:16]1[CH:18]=[CH:29][N:30]([C:2]2[CH:3]=[C:4]3[C:9](=[CH:10][C:11]=2[N+:12]([O-:14])=[O:13])[N:8]=[C:7]([O:15][CH:16]([CH3:18])[CH3:17])[C:6]([O:19][CH:20]([CH3:22])[CH3:21])=[N:5]3)[CH:33]=[CH:17]1 |f:1.2|. Reported procedure: A mixture of 4-hydroxypyridine sodium salt 702 mg, the compound 1.63 g obtained in above described (1), and dried dimethylformamide 3.5 mL was stirred at 125° C. for 3 hr. The resultant mixture was added to an ice-cooled solution of sodium dihydrogen phosphate, then the precipitate was collected by filtration with water. The obtained product was dried and crystallized from acetone to give the title compound (pale brown crystal) 1.02 g. Starting materials: O=C([O-])[O-], CCCCCCCc1nnc(Sc2ccc(CNc3ccc(CC(=O)OCC)cc3)c(OCCC)c2)n1C, CO, Cl, [K+], [K+]. Yields the product CCCCCCCc1nnc(Sc2ccc(CNc3ccc(CC(=O)O)cc3)c(OCCC)c2)n1C. Reaction SMILES: [C:39](=[O:40])([O-:41])[O-:42].[CH2:1]([CH3:2])[O:3][C:4]([CH2:5][c:6]1[cH:7][cH:8][c:9]([NH:12][CH2:13][c:14]2[c:15]([O:34][CH2:35][CH2:36][CH3:37])[cH:16][c:17]([S:20][c:21]3[n:22][n:23][c:24]([CH2:27][CH2:28][CH2:29][CH2:30][CH2:31][CH2:32][CH3:33])[n:25]3[CH3:26])[cH:18][cH:19]2)[cH:10][cH:11]1)=[O:38].[CH3:46][OH:47].[ClH:45].[K+:43].[K+:44]>>[O:3]=[C:4]([CH2:5][c:6]1[cH:7][cH:8][c:9]([NH:12][CH2:13][c:14]2[c:15]([O:34][CH2:35][CH2:36][CH3:37])[cH:16][c:17]([S:20][c:21]3[n:22][n:23][c:24]([CH2:27][CH2:28][CH2:29][CH2:30][CH2:31][CH2:32][CH3:33])[n:25]3[CH3:26])[cH:18][cH:19]2)[cH:10][cH:11]1)[OH:38]. The reactants are O=S(=O)(Cl)C1CC(OCc2ccccc2)C1, Cc1c(Nc2ccc(I)cc2F)c(N)c2n(c1=O)CCO2, c1ccncc1. Yields the product Cc1c(Nc2ccc(I)cc2F)c(NS(=O)(=O)C2CC(OCc3ccccc3)C2)c2n(c1=O)CCO2. RXN SMILES: [CH2:22]([c:23]1[cH:24][cH:25][cH:26][cH:27][cH:28]1)[O:29][CH:30]1[CH2:31][CH:32]([S:34](=[O:35])(=[O:36])[Cl:37])[CH2:33]1.[NH2:1][c:2]1[c:3]2[n:4]([c:5](=[O:18])[c:6]([CH3:17])[c:7]1[NH:8][c:9]1[c:10]([F:16])[cH:11][c:12]([I:15])[cH:13][cH:14]1)[CH2:19][CH2:20][O:21]2.[cH:38]1[cH:39][cH:40][n:41][cH:42][cH:43]1>>[NH:1]([c:2]1[c:3]2[n:4]([c:5](=[O:18])[c:6]([CH3:17])[c:7]1[NH:8][c:9]1[c:10]([F:16])[cH:11][c:12]([I:15])[cH:13][cH:14]1)[CH2:19][CH2:20][O:21]2)[S:34]([CH:32]1[CH2:31][CH:30]([O:29][CH2:22][c:23]2[cH:24][cH:25][cH:26][cH:27][cH:28]2)[CH2:33]1)(=[O:35])=[O:36].